Task: describe an organic reaction: reactants, conditions, products, and yield. Dataset: the Open Reaction Database (ORD), a public repository of structured organic reaction records Reactants: solution, C(C)OC(CCCCCC)OCC (1,1-diethoxyheptane), P(=O)(Cl)(Cl)Cl (phosphorus oxychloride), C([O-])([O-])=O.[K+].[K+] (potassium carbonate), O (water). The solvent is ClCCl (dichloromethane), CN(C=O)C (dimethyl formamide). Reaction conditions: temperature 70 celsius, time 1 hour. Product: C(C)OC(C=O)CCCCC#C (2-ethoxymethylidenylheptanal). Isolated yield 48.0%. Reaction SMILES: P(Cl)(Cl)(Cl)=O.C(O[CH:9]([O:16][CH2:17][CH3:18])[CH2:10][CH2:11][CH2:12][CH2:13][CH2:14][CH3:15])C.[C:19](=O)([O-])[O-:20].[K+].[K+].O>CN(C)C=O.ClCCl>[CH2:17]([O:16][CH:9]([CH2:10][CH2:11][CH2:12][CH2:13][C:14]#[CH:15])[CH:19]=[O:20])[CH3:18] |f:2.3.4|. Procedure details: In 18.74 kg of dimethyl formamide (DMF) was added 11.48 kg of phosphorus oxychloride at 10° C., and stirred at the same temperature for 1 hour. To the sticky solution thus obtained was added 25 l of a solution of 6.0 kg (31.9 mol) of 1,1-diethoxyheptane in dichloromethane at 10° C., stirred at the same temperature for 2 hours, and then heated up to 70° C. in 30 min. The reaction solution was cooled down, gradually added to an aqueous solution of 33.2 kg of potassium carbonate and 100 l of water ... Reactants: C1(=CC=CC=C1)P(C1=CC=CC=C1)(C1=CC=CC=C1)=O (triphenylphosphine oxide), FC(S(=O)(=O)OS(=O)(=O)C(F)(F)F)(F)F (trifluoromethanesulfonic anhydride), C(C1=CC=CC=C1)SC(CNC(=O)C=1NC2=C(C=CC=C2C1)NS(=O)(=O)C=1SC=CC1)(C)C (N-[2-(benzylthio)-2-methylpropyl]-7-[(2-thienylsulfonyl)amino]-1H-indole-2-carboxamide). Run in ClCCl (dichloromethane). Conditions: time 10 minute. Product: CC1(CN=C(S1)C=1NC2=C(C=CC=C2C1)NS(=O)(=O)C=1SC=CC1)C (N-[2-(5,5-Dimethyl-4,5-dihydro-1,3-thiazol-2-yl)-1H-indol-7-yl]thiophene-2-sulfonamide). Yield: 7.8%. Reaction SMILES: C1(P(=O)(C2C=CC=CC=2)C2C=CC=CC=2)C=CC=CC=1.FC(F)(F)S(OS(C(F)(F)F)(=O)=O)(=O)=O.C([S:43][C:44]([CH3:68])([CH3:67])[CH2:45][NH:46][C:47]([C:49]1[NH:50][C:51]2[C:56]([CH:57]=1)=[CH:55][CH:54]=[CH:53][C:52]=2[NH:58][S:59]([C:62]1[S:63][CH:64]=[CH:65][CH:66]=1)(=[O:61])=[O:60])=O)C1C=CC=CC=1>ClCCl>[CH3:67][C:44]1([CH3:68])[S:43][C:47]([C:49]2[NH:50][C:51]3[C:56]([CH:57]=2)=[CH:55][CH:54]=[CH:53][C:52]=3[NH:58][S:59]([C:62]2[S:63][CH:64]=[CH:65][CH:66]=2)(=[O:61])=[O:60])=[N:46][CH2:45]1. Procedure details: To a solution of triphenylphosphine oxide (2.74 g) in dichloromethane (25 mL) was slowly added trifluoromethanesulfonic anhydride (0.83 mL) at 0° C. The mixture was stirred for 10 min, and N-[2-(benzylthio)-2-methylpropyl]-7-[(2-thienylsulfonyl)amino]-1H-indole-2-carboxamide (0.82 g) was added. The reaction mixture was stirred at room temperature overnight and concentrated. Saturated aqueous sodium hydrogen carbonate was added, and the mixture was extracted with ethyl acetate. The ethyl acetate ... The reactants are ClC1=CC=NC2=CC(=C(C=C12)OC)OC (4-Chloro-6,7-dimethoxyquinoline), IC1=CC=C(C(C=O)=C1)O (5-iodosalicylaldehyde), O (water). Reagents/catalysts: CN(C1=CC=NC=C1)C (4-dimethylaminopyridine). The solvent is ClC1=CC=CC=C1 (monochlorobenzene). Run at temperature 130 celsius, time 8 hour. Yields the product COC=1C=C2C(=CC=NC2=CC1OC)OC1=C(C=O)C=C(C=C1)I (2-[(6,7-dimethoxy-4-quinolyl)oxy]-5-iodobenzaldehyde). As a reaction SMILES: Cl[C:2]1[C:11]2[C:6](=[CH:7][C:8]([O:14][CH3:15])=[C:9]([O:12][CH3:13])[CH:10]=2)[N:5]=[CH:4][CH:3]=1.[I:16][C:17]1[CH:24]=[C:21]([CH:22]=[O:23])[C:20]([OH:25])=[CH:19][CH:18]=1.O>CN(C)C1C=CN=CC=1.ClC1C=CC=CC=1>[CH3:13][O:12][C:9]1[CH:10]=[C:11]2[C:6](=[CH:7][C:8]=1[O:14][CH3:15])[N:5]=[CH:4][CH:3]=[C:2]2[O:25][C:20]1[CH:19]=[CH:18][C:17]([I:16])=[CH:24][C:21]=1[CH:22]=[O:23]. Reported procedure: 4-Chloro-6,7-dimethoxyquinoline (111 mg), 5-iodosalicylaldehyde (496 mg), and 4-dimethylaminopyridine (244 mg) were suspended in monochlorobenzene (2 ml), and the mixture was stirred at 130° C. overnight. The reaction solution was cooled to room temperature, water was then added to the reaction solution, and the mixture was extracted with ethyl acetate. The ethyl acetate layer was then washed with water and saturated brine and was dried over anhydrous sodium sulfate. The solvent was removed ther... Starting materials: FC=1C(=NC(=NC1)NC1=CC=C(C=C1)OCCOC)NC=1C=C(C=CC1)NC(C=C)=O (N-(3-{5-fluoro-2-[4-(2-methoxy-ethoxy)-phenylamino]-pyrimidin-4-ylamino}-phenyl)-acrylamide), N[C@H](C(=O)O)CCC(=O)N[C@@H](CS)C(=O)NCC(=O)O (glutathione), TEA. Solvent: C(Cl)Cl (DCM), CO (CH3OH). Conditions: time 16 hour. Product: N[C@H](C(=O)O)CCC(=O)N[C@H](C(=O)NCC(=O)O)CSCCC(=O)NC1=CC(=CC=C1)NC1=NC(=NC=C1F)NC1=CC=C(C=C1)OCCOC ((S)-2-amino-5-((R)-1-(carboxymethylamino)-3-(3-(3-(5-fluoro-2-(4-(2-methoxyethoxy)phenylamino)pyrimidin-4-ylamino)phenylamino)-3-oxopropylthio)-1-oxopropan-2-ylamino)-5-oxopentanoic acid). The yield is 98.6%. RXN SMILES: [F:1][C:2]1[C:3]([NH:20][C:21]2[CH:22]=[C:23]([NH:27][C:28](=[O:31])[CH:29]=[CH2:30])[CH:24]=[CH:25][CH:26]=2)=[N:4][C:5]([NH:8][C:9]2[CH:14]=[CH:13][C:12]([O:15][CH2:16][CH2:17][O:18][CH3:19])=[CH:11][CH:10]=2)=[N:6][CH:7]=1.[NH2:32][C@@H:33]([CH2:37][CH2:38][C:39]([NH:41][C@H:42]([C:45]([NH:47][CH2:48][C:49]([OH:51])=[O:50])=[O:46])[CH2:43][SH:44])=[O:40])[C:34]([OH:36])=[O:35]>C(Cl)Cl.CO>[NH2:32][C@@H:33]([CH2:37][CH2:38][C:39]([NH:41][C@@H:42]([CH2:43][S:44][CH2:30][CH2:29][C:28]([NH:27][C:23]1[CH:24]=[CH:25][CH:26]=[C:21]([NH:20][C:3]2[C:2]([F:1])=[CH:7][N:6]=[C:5]([NH:8][C:9]3[CH:14]=[CH:13][C:12]([O:15][CH2:16][CH2:17][O:18][CH3:19])=[CH:11][CH:10]=3)[N:4]=2)[CH:22]=1)=[O:31])[C:45]([NH:47][CH2:48][C:49]([OH:51])=[O:50])=[O:46])=[O:40])[C:34]([OH:36])=[O:35]. Procedure: To a suspension of N-(3-{5-fluoro-2-[4-(2-methoxy-ethoxy)-phenylamino]-pyrimidin-4-ylamino}-phenyl)-acrylamide 3 (0.1 g, 0.236 mmol) and glutathione (0.1 g, 0.325 mmol) in DCM (10 mL) and CH3OH (10 mL) was added TEA (0.1 g, 0.988 mmol) dropwise at 0° C. The resulting mixture was stirred at room temperature for 16 h and then concentrated. The residue was washed with H2O and dried to afford the title compound, (S)-2-amino-5-((R)-1-(carboxymethylamino)-3-(3-(3-(5-fluoro-2-(4-(2-methoxyethoxy)phenyl... Starting materials: O=S(=O)(Cl)c1ccccc1Cl, Cc1cc(C)c2ccc(N)nc2n1, c1ccncc1. The product is Cc1cc(C)c2ccc(NS(=O)(=O)c3ccccc3Cl)nc2n1. As a reaction SMILES: [Cl:1][c:2]1[c:3]([S:8](=[O:9])(=[O:10])[Cl:11])[cH:4][cH:5][cH:6][cH:7]1.[NH2:12][c:13]1[n:14][c:15]2[n:16][c:17]([CH3:24])[cH:18][c:19]([CH3:23])[c:20]2[cH:21][cH:22]1.[cH:25]1[cH:26][cH:27][n:28][cH:29][cH:30]1>>[Cl:1][c:2]1[c:3]([S:8](=[O:9])(=[O:10])[NH:12][c:13]2[n:14][c:15]3[n:16][c:17]([CH3:24])[cH:18][c:19]([CH3:23])[c:20]3[cH:21][cH:22]2)[cH:4][cH:5][cH:6][cH:7]1. The reactants are C(C)OCC (diethyl ether), C(C)(C)(C)OC([C@@H](NC(=O)OCC1C2=C3C(=C4C(=C2C2=C5C(=C6C(=C12)C=CC=C6)C=CC=C5)C=CC=C4)C=CC=C3)CC3=CC=CC=C3)=O (Nα-17-tetrabenzo(a,c,g,i)fluorenylmethoxycarbonyl-L-phenylalanine tert-butyl ester). Run in petrol, FC(C(=O)O)(F)F (trifluoroacetic acid), O (water). The product is C1=CC=CC2=C3C(=C4C5=C6C(=C7C(=C5C(C4=C21)COC(=O)N[C@@H](CC2=CC=CC=C2)C(=O)O)C=CC=C7)C=CC=C6)C=CC=C3 (Nα-17-Tetrabenzo(a,c,g,i)fluorenylmethoxycarbonyl-L-phenylalanine). Yield: 92.5%. Reaction SMILES: C([O:5][C:6](=[O:49])[C@H:7]([CH2:42][C:43]1[CH:48]=[CH:47][CH:46]=[CH:45][CH:44]=1)[NH:8][C:9]([O:11][CH2:12][CH:13]1[C:25]2[C:20](=[C:21]3[CH:33]=[CH:32][CH:31]=[CH:30][C:22]3=[C:23]3[CH:29]=[CH:28][CH:27]=[CH:26][C:24]3=2)[C:19]2[C:14]1=[C:15]1[CH:41]=[CH:40][CH:39]=[CH:38][C:16]1=[C:17]1[CH:37]=[CH:36][CH:35]=[CH:34][C:18]1=2)=[O:10])(C)(C)C.C(OCC)C>FC(F)(F)C(O)=O.O>[CH:41]1[C:15]2[C:16](=[C:17]3[CH:37]=[CH:36][CH:35]=[CH:34][C:18]3=[C:19]3[C:14]=2[CH:13]([CH2:12][O:11][C:9]([NH:8][C@H:7]([C:6]([OH:49])=[O:5])[CH2:42][C:43]2[CH:48]=[CH:47][CH:46]=[CH:45][CH:44]=2)=[O:10])[C:25]2[C:20]3=[C:21]3[CH:33]=[CH:32][CH:31]=[CH:30][C:22]3=[C:23]3[CH:29]=[CH:28][CH:27]=[CH:26][C:24]3=2)[CH:38]=[CH:39][CH:40]=1. Procedure details: A solution of Nα-17-tetrabenzo(a,c,g,i)fluorenylmethoxycarbonyl-L-phenylalanine tert-butyl ester (68.2 mg, 0.106 mmol) in trifluoroacetic acid (950 μl) and water (50 μl) was sonicated for 2.5 h. The solvent was removed in vacuo to give a purple residue. A mixture of diethyl ether and petrol b.p. 40-60° C. (1:1) was added. The precipitate obtained was chilled overnight, filtered, washed with petrol and finally dried in a vacuum desiccator over P2O5 to give compound (55) (57.6 mg, 93); The reactants are CC1N(CCC1)C (dimethylpyrrolidine), NC1=NC2=CC=C(C=C2C(=N1)C(=O)N1CC2=CC=CC=C2C1)C1=C(C=CC=C1)S(=O)(=O)Cl (2-[2-amino-4-(1,3-dihydroisoindole-2-carbonyl)-quinazolin-6-yl]benzenesulfonyl chloride), C1CCOC1 (THF), C1CCOC1 (THF). Reaction conditions: temperature 22 celsius, time 1 hour. The product is NC1=NC2=CC=C(C=C2C(=N1)C(=O)N1CC2=CC=CC=C2C1)C1=C(C=CC=C1)S(=O)(=O)N1C(CCC1C)C ({2-amino-6-[2-(2,5-dimethylpyrrolidine-1-sulfonyl)phenyl]-quinazolin-4-yl}-(1,3-dihydroisoindol-2-yl)methanone). RXN SMILES: [CH3:1][CH:2]1[CH2:6][CH2:5][CH2:4][N:3]1C.[NH2:8][C:9]1[N:18]=[C:17]([C:19]([N:21]2[CH2:29][C:28]3[C:23](=[CH:24][CH:25]=[CH:26][CH:27]=3)[CH2:22]2)=[O:20])[C:16]2[C:11](=[CH:12][CH:13]=[C:14]([C:30]3[CH:35]=[CH:34][CH:33]=[CH:32][C:31]=3[S:36](Cl)(=[O:38])=[O:37])[CH:15]=2)[N:10]=1.[CH2:40]1COCC1>>[NH2:8][C:9]1[N:18]=[C:17]([C:19]([N:21]2[CH2:29][C:28]3[C:23](=[CH:24][CH:25]=[CH:26][CH:27]=3)[CH2:22]2)=[O:20])[C:16]2[C:11](=[CH:12][CH:13]=[C:14]([C:30]3[CH:35]=[CH:34][CH:33]=[CH:32][C:31]=3[S:36]([N:3]3[CH:4]([CH3:40])[CH2:5][CH2:6][CH:2]3[CH3:1])(=[O:38])=[O:37])[CH:15]=2)[N:10]=1. Reported procedure: A solution of 58 μl of dimethylpyrrolidine in 4 ml of THF is added dropwise to a solution of 400 mg of 2-[2-amino-4-(1,3-dihydroisoindole-2-carbonyl)-quinazolin-6-yl]benzenesulfonyl chloride in 4 ml of THF with ice-cooling. The mixture is subsequently stirred at 22° C. for a further 1 h, evaporated in vacuo and taken up in 4 ml of diethyl ether. The solution is washed 3 times against sodium hydroxide solution (2N) and finally purified by column chromatography. Reactants: S(=O)(=O)(Cl)Cl (sulfuryl chloride), O (water), COC1=NC2=CC=C(C=C2C(=C1)C)OC (2,6-dimethoxy-4-methylquinoline), S(=O)(=O)(Cl)Cl (sulfuryl chloride). The solvent is C(C)(=O)O (acetic acid), C(C)(=O)O (acetic acid), C(C)(=O)O (acetic acid). Reaction conditions: temperature 60 celsius, time 1 hour. Yields the product COC1=NC2=CC=C(C(=C2C(=C1)C)Cl)OC (2,6-Dimethoxy-5-Chloro-4-methylquinoline). Reaction SMILES: [CH3:1][O:2][C:3]1[CH:12]=[C:11]([CH3:13])[C:10]2[C:5](=[CH:6][CH:7]=[C:8]([O:14][CH3:15])[CH:9]=2)[N:4]=1.S(Cl)([Cl:19])(=O)=O.O>C(O)(=O)C>[CH3:1][O:2][C:3]1[CH:12]=[C:11]([CH3:13])[C:10]2[C:5](=[CH:6][CH:7]=[C:8]([O:14][CH3:15])[C:9]=2[Cl:19])[N:4]=1. Procedure details: A 500 ml, four-necked round bottom flask equipped with a mechanical stirrer, condenser, thermowatch and addition funnel was charged with 2,6-dimethoxy-4-methylquinoline (9) (17.9 g, 0.09 moles) and glacial acetic acid (120 ml). The resulting solution was heated to 60° C., then a solution containing sulfuryl chloride (13.4 g, 0.01 moles) and glacial acetic acid (40 ml) was added over 20 minutes. Reaction temperature was held between 60-65° C. during this addition. The resulting solution was stirr... Reactants: CCO, ClCCl, O=S(=O)([O-])C(F)(F)F, O=S(=O)([O-])C(F)(F)F, [Mg+2], COC(=O)C1CO1. The product is CCOCC(O)C(=O)OC. RXN SMILES: [CH3:25][CH2:26][OH:27].[Cl:28][CH2:29][Cl:30].[F:10][C:11]([F:12])([F:13])[S:14]([O-:15])(=[O:16])=[O:17].[F:1][C:2]([F:3])([F:4])[S:5]([O-:6])(=[O:7])=[O:8].[Mg+2:9].[O:18]1[CH:19]([C:21](=[O:22])[O:23][CH3:24])[CH2:20]1>>[OH:18][CH:19]([CH2:20][O:27][CH2:26][CH3:25])[C:21](=[O:22])[O:23][CH3:24].